Dataset: the Open Reaction Database (ORD), a public repository of structured organic reaction records. Task: describe an organic reaction: reactants, conditions, products, and yield Reactants: [Br-], CCCCCC, COC[P+](c1ccccc1)(c1ccccc1)c1ccccc1, COC(=O)c1ccc(C=O)cc1, [Li]CCCC, C1CCOC1. The product is COC=Cc1ccc(C(=O)OC)cc1. Reaction SMILES: [Br-:6].[CH3:41][CH2:42][CH2:43][CH2:44][CH2:45][CH3:46].[CH3:7][O:8][CH2:9][P+:10]([c:11]1[cH:12][cH:13][cH:14][cH:15][cH:16]1)([c:17]1[cH:18][cH:19][cH:20][cH:21][cH:22]1)[c:23]1[cH:24][cH:25][cH:26][cH:27][cH:28]1.[CH:29](=[O:30])[c:31]1[cH:32][cH:33][c:34]([C:35](=[O:36])[O:37][CH3:38])[cH:39][cH:40]1.[Li:1][CH2:2][CH2:3][CH2:4][CH3:5].[O:47]1[CH2:48][CH2:49][CH2:50][CH2:51]1>>[CH3:7][O:8][CH:9]=[CH:29][c:31]1[cH:32][cH:33][c:34]([C:35](=[O:36])[O:37][CH3:38])[cH:39][cH:40]1. Starting materials: BrC=1C=CC=C2CC(C(C12)=O)C (7-Bromo-2-methyl-1-indanone), C[Sn](C1=NC=CC=C1)(C)C (2-trimethylstannylpyridine), O (water). Reagents/catalysts: CC1=CC=CC=C1P(C2=CC=CC=C2C)C3=CC=CC=C3[CH2-].CC1=CC=CC=C1P(C2=CC=CC=C2C)C3=CC=CC=C3[CH2-].CC(=O)O.CC(=O)O.[Pd].[Pd] (trans-di(μ-acetato)bis-[o-(di-o-tolylphosphino)benzyl]dipalladium (II)). Run in O1CCCC1 (tetrahydrofuran). Product: CC1C(C2=C(C=CC=C2C1)C1=NC=CC=C1)=O (2-Methyl-7-(2-pyridyl)-1-indanone). Yield: 90.0%. As a reaction SMILES: Br[C:2]1[CH:3]=[CH:4][CH:5]=[C:6]2[C:10]=1[C:9](=[O:11])[CH:8]([CH3:12])[CH2:7]2.C[Sn](C)(C)[C:15]1[CH:20]=[CH:19][CH:18]=[CH:17][N:16]=1.O>O1CCCC1.CC1C(P(C2C([CH2-])=CC=CC=2)C2C(C)=CC=CC=2)=CC=CC=1.CC1C(P(C2C([CH2-])=CC=CC=2)C2C(C)=CC=CC=2)=CC=CC=1.CC(O)=O.CC(O)=O.[Pd].[Pd]>[CH3:12][CH:8]1[CH2:7][C:6]2[C:10](=[C:2]([C:15]3[CH:20]=[CH:19][CH:18]=[CH:17][N:16]=3)[CH:3]=[CH:4][CH:5]=2)[C:9]1=[O:11] |f:4.5.6.7.8.9|. Reported procedure: 16.9 g (75 mmol) of (2) and 20 g (90 mmol) of 2-trimethylstannylpyridine were placed in 165 ml of tetrahydrofuran in the reaction vessel, the mixture was degassed a number of times and saturated with argon. 350 mg (0.37 mmol) of trans-di(μ-acetato)bis-[o-(di-o-tolylphosphino)benzyl]dipalladium (II) were added and the reaction mixture was refluxed for 24 hours. After addition of 200 ml of water, the mixture was extracted 4 times with 150 ml each time of diethyl ether, the ether phase was washed w... Starting materials: CCOC(C)(Cl)OC(C)=O, CCOP(OCC)OCC. The product is CCOC(C)(OC(C)=O)P(=O)(OCC)OCC. As a reaction SMILES: [C:1]([CH3:2])(=[O:3])[O:4][C:5]([CH3:6])([O:7][CH2:8][CH3:9])[Cl:10].[CH2:11]([CH3:12])[O:13][P:14]([O:15][CH2:16][CH3:17])[O:18][CH2:19][CH3:20]>>[C:1]([CH3:2])(=[O:3])[O:4][C:5]([CH3:6])([O:7][CH2:8][CH3:9])[P:14]([O:13][CH2:11][CH3:12])([O:15][CH2:16][CH3:17])=[O:18]. The reactants are ClC1=NC(=CC2=C(C=CC=C12)OC)NC1=NNC(=C1)C ((1-chloro-5-methoxy-isoquinolin-3-yl)-(5-methyl-1H-pyrazol-3-yl)-amine), NC1=CC=C(C#N)C=C1 (4-amino-benzonitrile). Yields the product CC1=CC(=NN1)NC=1N=C(C2=CC=CC(=C2C1)OC)NC1=CC=C(C#N)C=C1 (4-[3-(5-methyl-1H-pyrazol-3-ylamino)-5-methoxy-isoquinolin-1-ylamino]-benzonitrile). Reported procedure: Similar procedure as described in example 273 was used, starting from (1-chloro-5-methoxy-isoquinolin-3-yl)-(5-methyl-1H-pyrazol-3-yl)-amine and 4-amino-benzonitrile to give 4-[3-(5-methyl-1H-pyrazol-3-ylamino)-5-methoxy-isoquinolin-1-ylamino]-benzonitrile. LC-MS m/e 371(MH+). Reaction SMILES: Cl[C:2]1[C:11]2[C:6](=[C:7]([O:12][CH3:13])[CH:8]=[CH:9][CH:10]=2)[CH:5]=[C:4]([NH:14][C:15]2[CH:19]=[C:18]([CH3:20])[NH:17][N:16]=2)[N:3]=1.[NH2:21][C:22]1[CH:29]=[CH:28][C:25]([C:26]#[N:27])=[CH:24][CH:23]=1>>[CH3:20][C:18]1[NH:17][N:16]=[C:15]([NH:14][C:4]2[N:3]=[C:2]([NH:21][C:22]3[CH:29]=[CH:28][C:25]([C:26]#[N:27])=[CH:24][CH:23]=3)[C:11]3[C:6]([CH:5]=2)=[C:7]([O:12][CH3:13])[CH:8]=[CH:9][CH:10]=3)[CH:19]=1.